Dataset: the Open Reaction Database (ORD), a public repository of structured organic reaction records. Task: describe an organic reaction: reactants, conditions, products, and yield RXN SMILES: [OH2:22].[OH:1][CH:2]([CH2:3][CH2:4][CH:5]([CH2:6][CH2:7][O:8][CH:9]([CH3:10])[CH3:11])[CH3:12])[c:13]1[cH:14][c:15]2[c:16]([cH:17][cH:18]1)[O:19][CH2:20][O:21]2.[c:23]1([CH3:24])[cH:25][cH:26][c:27]([S:28]([OH:29])(=[O:30])=[O:31])[cH:32][cH:33]1.[cH:34]1[cH:35][cH:36][cH:37][cH:38][cH:39]1>>[CH:2](=[CH:3][CH2:4][CH:5]([CH2:6][CH2:7][O:8][CH:9]([CH3:10])[CH3:11])[CH3:12])[c:13]1[cH:14][c:15]2[c:16]([cH:17][cH:18]1)[O:19][CH2:20][O:21]2. Yields the product CC(CC=Cc1ccc2c(c1)OCO2)CCOC(C)C. The reactants are O, CC(CCOC(C)C)CCC(O)c1ccc2c(c1)OCO2, Cc1ccc(S(=O)(=O)O)cc1, c1ccccc1.